This data is from the Open Reaction Database (ORD), a public repository of structured organic reaction records. The task is: describe an organic reaction: reactants, conditions, products, and yield Starting materials: CCC(CC)c1cc(C)nn2c(-c3scc(C)c3C)c(C)nc12, CCOCC, ClCCl, O=C1CCC(=O)N1Br. Product: CCC(CC)c1cc(C)nn2c(-c3sc(Br)c(C)c3C)c(C)nc12. RXN SMILES: [CH3:1][c:2]1[c:3](-[c:8]2[c:9]([CH3:23])[n:10][c:11]3[n:12]2[n:13][c:14]([CH3:22])[cH:15][c:16]3[CH:17]([CH2:18][CH3:19])[CH2:20][CH3:21])[s:4][cH:5][c:6]1[CH3:7].[CH3:35][CH2:36][O:37][CH2:38][CH3:39].[Cl:24][CH2:25][Cl:26].[O:27]=[C:28]1[N:29]([Br:34])[C:30](=[O:31])[CH2:32][CH2:33]1>>[CH3:1][c:2]1[c:3](-[c:8]2[c:9]([CH3:23])[n:10][c:11]3[n:12]2[n:13][c:14]([CH3:22])[cH:15][c:16]3[CH:17]([CH2:18][CH3:19])[CH2:20][CH3:21])[s:4][c:5]([Br:34])[c:6]1[CH3:7]. Reactants: CCOCCO, CCOC(C)=O, CCN(C(C)C)C(C)C, CC(Nc1nc(Cl)cc(Cl)n1)c1ccc(F)cc1, Cl, OCC1(O)CCNCC1. Yields the product CC(Nc1nc(Cl)cc(N2CCC(O)(CO)CC2)n1)c1ccc(F)cc1. As a reaction SMILES: [CH3:38][CH2:39][O:40][CH2:41][CH2:42][OH:43].[CH3:44][CH2:45][O:46][C:47](=[O:48])[CH3:49].[CH:29]([N:30]([CH2:31][CH3:32])[CH:33]([CH3:34])[CH3:35])([CH3:36])[CH3:37].[Cl:1][c:2]1[n:3][c:4]([NH:9][CH:10]([CH3:11])[c:12]2[cH:13][cH:14][c:15]([F:18])[cH:16][cH:17]2)[n:5][c:6]([Cl:8])[cH:7]1.[ClH:19].[OH:20][CH2:21][C:22]1([OH:28])[CH2:23][CH2:24][NH:25][CH2:26][CH2:27]1>>[c:2]1([N:25]2[CH2:24][CH2:23][C:22]([CH2:21][OH:20])([OH:28])[CH2:27][CH2:26]2)[n:3][c:4]([NH:9][CH:10]([CH3:11])[c:12]2[cH:13][cH:14][c:15]([F:18])[cH:16][cH:17]2)[n:5][c:6]([Cl:8])[cH:7]1. Reactants: ClC1=C(C=CC(=C1)Cl)C(C(=O)C=1C=NC=CC1)C (2-(2,4-dichlorophenyl)-1-(3-pyridyl)-1-propanone), [Br-].C(CC)[P+](C1=CC=CC=C1)(C1=CC=CC=C1)C1=CC=CC=C1 (propyltriphenylphosphonium bromide). The product is ClC1=C(C(C(=CCC)C=2C=NC=CC2)C)C=CC(=C1)Cl (3-(2,4-dichloro-β-methyl-α-propylidenephenethyl)-pyridine). Reaction SMILES: [Cl:1][C:2]1[CH:7]=[C:6]([Cl:8])[CH:5]=[CH:4][C:3]=1[CH:9]([CH3:18])[C:10]([C:12]1[CH:13]=[N:14][CH:15]=[CH:16][CH:17]=1)=O.[Br-].[CH2:20]([P+](C1C=CC=CC=1)(C1C=CC=CC=1)C1C=CC=CC=1)[CH2:21][CH3:22]>>[Cl:1][C:2]1[CH:7]=[C:6]([Cl:8])[CH:5]=[CH:4][C:3]=1[CH:9]([CH3:18])[C:10]([C:12]1[CH:13]=[N:14][CH:15]=[CH:16][CH:17]=1)=[CH:20][CH2:21][CH3:22] |f:1.2|. Procedure details: starting from 2-(2,4-dichlorophenyl)-1-(3-pyridyl)-1-propanone and propyltriphenylphosphonium bromide there is obtained 3-(2,4-dichloro-β-methyl-α-propylidenephenethyl)-pyridine The reactants are C[Mg]Br (Methylmagnesium bromide), CC(CC=1N=C(N(C1)S(=O)(=O)N(C)C)C(C(C1=CC=C(C=C1)C1=NC=C(C=C1)F)F)=O)(C)C (4-(2,2-dimethylpropyl)-2-{fluoro[4-(5-fluoropyridin-2-yl)phenyl]acetyl}-N,N-dimethyl-1H-imidazole-1-sulfonamide). Run in O1CCCC1 (tetrahydrofuran). Yields the product CC(CC=1N=C(N(C1)S(=O)(=O)N(C)C)C(C(C1=CC=C(C=C1)C1=NC=C(C=C1)F)F)(C)O)(C)C (4-(2,2-dimethylpropyl)-2-{2-fluoro-2-[4-(5-fluoropyridin-2-yl)phenyl]-1-hydroxy-1-methylethyl}-N,N-dimethyl-1H-imidazole-1-sulfonamide). As a reaction SMILES: [CH3:1][Mg]Br.[CH3:4][C:5]([CH3:36])([CH3:35])[CH2:6][C:7]1[N:8]=[C:9]([C:18](=[O:34])[CH:19]([F:33])[C:20]2[CH:25]=[CH:24][C:23]([C:26]3[CH:31]=[CH:30][C:29]([F:32])=[CH:28][N:27]=3)=[CH:22][CH:21]=2)[N:10]([S:12]([N:15]([CH3:17])[CH3:16])(=[O:14])=[O:13])[CH:11]=1>O1CCCC1>[CH3:4][C:5]([CH3:36])([CH3:35])[CH2:6][C:7]1[N:8]=[C:9]([C:18]([OH:34])([CH3:1])[CH:19]([F:33])[C:20]2[CH:25]=[CH:24][C:23]([C:26]3[CH:31]=[CH:30][C:29]([F:32])=[CH:28][N:27]=3)=[CH:22][CH:21]=2)[N:10]([S:12]([N:15]([CH3:16])[CH3:17])(=[O:14])=[O:13])[CH:11]=1. Procedure: Methylmagnesium bromide (3 M in diethyl ether) (ca. 15 μL, 0.04 mmol) was added to a 0° C. solution of 4-(2,2-dimethylpropyl)-2-{fluoro[4-(5-fluoropyridin-2-yl)phenyl]acetyl}-N,N-dimethyl-1H-imidazole-1-sulfonamide (10 mg, 0.02 mmol) in tetrahydrofuran (3 mL). After warming slowly to ambient temperature, the reaction was quenched with a few drops of water and concentrated in vacuo. Chromatography over silica eluting with 0-50% ethyl acetate/hexane afforded 4-(2,2-dimethylpropyl)-2-{2-fluoro-2-[4... Starting materials: NCCCCCCN (1,6-diaminohexane), C(CCCS(=O)(=O)Cl)S(=O)(=O)Cl (1,4-butanedisulfonyl chloride), NCCCCCCN (1,6-diaminohexane). Reaction conditions: time 3 minute. Product: C(CCCS(=O)(=O)Cl)S(=O)(=O)Cl.NCCCCCCN (1,4-butanedisulfonylchloride 1,6-diaminohexane). As a reaction SMILES: [NH2:1][CH2:2][CH2:3][CH2:4][CH2:5][CH2:6][CH2:7][NH2:8].[CH2:9]([S:17]([Cl:20])(=[O:19])=[O:18])[CH2:10][CH2:11][CH2:12][S:13]([Cl:16])(=[O:15])=[O:14]>>[CH2:9]([S:17]([Cl:20])(=[O:18])=[O:19])[CH2:10][CH2:11][CH2:12][S:13]([Cl:16])(=[O:15])=[O:14].[NH2:1][CH2:2][CH2:3][CH2:4][CH2:5][CH2:6][CH2:7][NH2:8] |f:2.3|. Procedure: Next, the 1,6-diaminohexane vapor in the condensing chamber 2 was adiabatically expanded, and the introduced base particles were exposed thereto for 3 minutes. Consequently, a polymerization reaction between 1,4-butanedisulfonyl chloride and 1,6-diaminohexane took place on the surface of the base particles, forming a film of 1,4-butanedisulfonylchloride-1,6-diaminohexane co-polymer. Conditions: temperature -20 celsius, time 5 minute. Reaction SMILES: [NH:1]([C:10]([O:12][C:13]([CH3:16])([CH3:15])[CH3:14])=[O:11])[C@@H:2]([C:7]([OH:9])=O)[CH2:3][CH:4]([CH3:6])[CH3:5].O.C[N:19]1CCO[CH2:21][CH2:20]1.C(Cl)(=O)OCC.C(N)C>C1COCC1>[NH:1]([C:10]([O:12][C:13]([CH3:16])([CH3:15])[CH3:14])=[O:11])[C@@H:2]([C:7]([NH:19][CH2:20][CH3:21])=[O:9])[CH2:3][CH:4]([CH3:5])[CH3:6] |f:0.1|. Procedure: 25 g of Boc-D-Leu-OH.H2O was dissolved in 200 ml of THF. The solution was cooled to -20° C. 11 ml of N-methylmorpholine and 9.56 ml of ethyl chlorocarbonate were added to the solution. After 5 min, 12.9 g of a 70% aqueous ethylamine solution was added thereto and the mixture was stirred at about -5° C. for 2 h. After concentration, the residue was dissolved in ethyl acetate and washed with an aqueous NaHCO3 solution and water successively. After concentration to dryness, 24.5 g of Boc-D-Leu-NHC2... Starting materials: C(C)N (ethylamine), CN1CCOCC1 (N-methylmorpholine), C(OCC)(=O)Cl (ethyl chlorocarbonate), N([C@H](CC(C)C)C(=O)O)C(=O)OC(C)(C)C.O (Boc-D-Leu-OH.H2O). Run in C1CCOC1 (THF). Product: N([C@H](CC(C)C)C(=O)NCC)C(=O)OC(C)(C)C (Boc-D-Leu-NHC2H5).